From a dataset of the Open Reaction Database (ORD), a public repository of structured organic reaction records. describe an organic reaction: reactants, conditions, products, and yield The reactants are C1COCCN1, CCN(C(C)C)C(C)C, O=C(O)c1cccc(S(=O)(=O)Cl)c1, ClCCl. Product: O=C(O)c1cccc(S(=O)(=O)N2CCOCC2)c1. Reaction SMILES: [CH2:23]1[CH2:24][O:25][CH2:26][CH2:27][NH:28]1.[CH:14]([N:15]([CH:16]([CH3:17])[CH3:18])[CH2:19][CH3:20])([CH3:21])[CH3:22].[Cl:1][S:2](=[O:3])(=[O:4])[c:5]1[cH:6][c:7]([C:8](=[O:9])[OH:10])[cH:11][cH:12][cH:13]1.[Cl:29][CH2:30][Cl:31]>>[S:2](=[O:3])(=[O:4])([c:5]1[cH:6][c:7]([C:8](=[O:9])[OH:10])[cH:11][cH:12][cH:13]1)[N:28]1[CH2:23][CH2:24][O:25][CH2:26][CH2:27]1. The reactants are COC(CC=1C=C(C(=CC1)OC)C1=C(C=C(C=C1)C(F)(F)F)CN(CC)C(=O)OCC1=CC(=CC(=C1)Cl)Cl)=O ((2′-{[(3,5-Dichloro-benzyloxycarbonyl)-ethyl-amino]-methyl}-6-methoxy-4′-trifluoromethyl-biphenyl-3-yl)-acetic acid methyl ester), [OH-].[Na+] (NaOH), Cl (HCl). Solvent: C1CCOC1 (THF), CO (MeOH). Product: ClC=1C=C(COC(=O)N(CC)CC2=C(C=CC(=C2)C(F)(F)F)C2=CC(=CC=C2OC)CC(=O)O)C=C(C1)Cl ((2′-{[(3,5-Dichloro-benzyloxycarbonyl)-ethyl-amino]-methyl}-6-methoxy-4′-trifluoromethyl-biphenyl-3-yl)-acetic acid). As a reaction SMILES: C[O:2][C:3](=[O:39])[CH2:4][C:5]1[CH:6]=[C:7]([C:13]2[CH:18]=[CH:17][C:16]([C:19]([F:22])([F:21])[F:20])=[CH:15][C:14]=2[CH2:23][N:24]([C:27]([O:29][CH2:30][C:31]2[CH:36]=[C:35]([Cl:37])[CH:34]=[C:33]([Cl:38])[CH:32]=2)=[O:28])[CH2:25][CH3:26])[C:8]([O:11][CH3:12])=[CH:9][CH:10]=1.[OH-].[Na+].Cl>C1COCC1.CO>[Cl:37][C:35]1[CH:36]=[C:31]([CH:32]=[C:33]([Cl:38])[CH:34]=1)[CH2:30][O:29][C:27]([N:24]([CH2:23][C:14]1[CH:15]=[C:16]([C:19]([F:21])([F:22])[F:20])[CH:17]=[CH:18][C:13]=1[C:7]1[C:8]([O:11][CH3:12])=[CH:9][CH:10]=[C:5]([CH2:4][C:3]([OH:39])=[O:2])[CH:6]=1)[CH2:25][CH3:26])=[O:28] |f:1.2|. Reported procedure: (2′-{[(3,5-Dichloro-benzyloxycarbonyl)-ethyl-amino]-methyl}-6-methoxy-4′-trifluoromethyl-biphenyl-3-yl)-acetic acid methyl ester (0.088 g, 0.15 mmol) in THF (1 mL) and MeOH (0.8 mL) was hydrolyzed with 1N aqueous NaOH (0.5 mL) for 2.5 hours. The mixture was acidified with 1N aqueous HCl and extracted with CH2Cl2. The combined organic layers were dried over Na2SO4, decanted, and concentrated, and the residue was purified by preparative HPLC to give the title compound. M+H is 571. Reactants: CC(C)(C)OC(=O)N1CCCC(Oc2ccc3c(=O)[nH]ccc3c2)C1, ClCCl, O=C(O)C(F)(F)F. Product: O=c1[nH]ccc2cc(OC3CCCNC3)ccc12. Reaction SMILES: [C:1]([O:2][C:3](=[O:4])[N:8]1[CH2:9][CH:10]([O:14][c:15]2[cH:16][c:17]3[cH:18][cH:19][nH:20][c:21](=[O:25])[c:22]3[cH:23][cH:24]2)[CH2:11][CH2:12][CH2:13]1)([CH3:5])([CH3:6])[CH3:7].[Cl:33][CH2:34][Cl:35].[OH:26][C:27]([C:28]([F:29])([F:30])[F:31])=[O:32]>>[NH:8]1[CH2:9][CH:10]([O:14][c:15]2[cH:16][c:17]3[cH:18][cH:19][nH:20][c:21](=[O:25])[c:22]3[cH:23][cH:24]2)[CH2:11][CH2:12][CH2:13]1. The reactants are ClC1=CC(=C(C=C1)NC1=C(C#N)C=CC=C1)[N+](=O)[O-] (2-(4-chloro-2-nitro-phenylamino)-benzonitrile), stannous chloride dihydrate. Solvent: Cl (hydrochloric acid), C(C)O (ethanol). Yields the product Cl.ClC=1C=CC2=C(N=C(C3=C(N2)C=CC=C3)N)C1 (8-Chloro-5H-dibenzo[b,e][1,4]diazepin-11-ylamine hydrochloride). The yield is 144.4%. Reaction SMILES: [Cl:1][C:2]1[CH:7]=[CH:6][C:5]([NH:8][C:9]2[CH:16]=[CH:15][CH:14]=[CH:13][C:10]=2[C:11]#[N:12])=[C:4]([N+:17]([O-])=O)[CH:3]=1>C(O)C.Cl>[ClH:1].[Cl:1][C:2]1[CH:7]=[CH:6][C:5]2[NH:8][C:9]3[CH:16]=[CH:15][CH:14]=[CH:13][C:10]=3[C:11]([NH2:12])=[N:17][C:4]=2[CH:3]=1 |f:3.4|. Reported procedure: Combine 2-(4-chloro-2-nitro-phenylamino)-benzonitrile (1.2 g, 4.4 mmol) in ethanol (40 mL) with a solution of stannous chloride dihydrate (2.9 g, 13.2 mmol) in 12 N hydrochloric acid (13 mL). Stir and reflux for 2 hours, cool to ambient temperature and concentrate. Add water (200 mL), filter and dry to give (890 mg, 72%) of the title compound as a yellow solid: 1H NMR (DMSO-d6) δ 6.84–6.69 (m, 5E), 7.27–7.17 (m, 2H), 8.02 (s, 1H), 8.83 (bs, 1H), 9.36 (bs, 1H); MS (APCI) m/z (rel intensity) 244.3... The reactants are C([O-])([O-])=O.[K+].[K+] (potassium carbonate), Cl (hydrochloric acid), C1(=CC=CC=C1)C(C=1C=CC2=C(N(N=N2)O)C1)N1N=CN=C1 (6-[phenyl(1H-1,2,4-triazol-1-yl)methyl]-1H-benzotriazol-1-ol), C([O-])([O-])=O.[K+].[K+] (potassium carbonate), BrCC(=O)OCC (ethyl 2-bromoacetate). Conditions: temperature 50 celsius, time 30 minute. RXN SMILES: [C:1]1([CH:7]([N:18]2[CH:22]=[N:21][CH:20]=[N:19]2)[C:8]2[CH:9]=[CH:10][C:11]3[N:15]=[N:14][N:13](O)[C:12]=3[CH:17]=2)[CH:6]=[CH:5][CH:4]=[CH:3][CH:2]=1.C(=O)([O-])[O-].[K+].[K+].BrCC(OCC)=O.Cl>CS(C)=O>[C:1]1([CH:7]([N:18]2[CH:22]=[N:21][CH:20]=[N:19]2)[C:8]2[CH:9]=[CH:10][C:11]3[NH:15][N:14]=[N:13][C:12]=3[CH:17]=2)[CH:2]=[CH:3][CH:4]=[CH:5][CH:6]=1 |f:1.2.3|. The yield is 79.6%. The product is C1(=CC=CC=C1)C(C1=CC2=C(NN=N2)C=C1)N1N=CN=C1 (5-[phenyl(1H-1,2,4-triazol-1-yl)methyl]-1H-benzotriazole). The solvent is CS(=O)C (dimethyl sulfoxide). Procedure: A mixture of 5.85 parts of 6-[phenyl(1H-1,2,4-triazol-1-yl)methyl]-1H-benzotriazol-1-ol, 1.4 parts of potassium carbonate and 27.5 parts of dimethyl sulfoxide was stirred for 30 minutes at 50° C. After cooling, 3.55 parts of ethyl 2-bromoacetate were added and the whole was stirred for 2 hours at room temperature. Another portion of 1.4 parts of potassium carbonate was added. After stirring for 3 hours at 50° C., the mixture was cooled and 2.0 parts of concentrated hydrochloric acid were added. ... The reactants are NC=1C=2N(C=CC1)C(=C(N2)C)C (8-amino-2,3-dimethylimidazo[1,2-a]pyridine), ClCC1=C(C=CC=C1C)NC(OCC1=CC(=CC=C1)O)=O (3-hydroxybenzyl (2-chloromethyl-3-methylphenyl)carbamate), C([O-])([O-])=O.[Na+].[Na+] (sodium carbonate), [I-].[Na+] (sodium iodide). Solvent: CC(=O)C (acetone). Reaction conditions: time 16 hour. Product: OC=1C=C(COC(=O)NC2=C(CNC=3C=4N(C=CC3)C(=C(N4)C)C)C(=CC=C2)C)C=CC1 (8-{2-[(3-Hydroxybenzyloxy)carbonylamino]-6-methylbenzylamino}-2,3-dimethylimidazo[1,2-a]pyridine). Reaction SMILES: [NH2:1][C:2]1[C:3]2[N:4]([C:8]([CH3:12])=[C:9]([CH3:11])[N:10]=2)[CH:5]=[CH:6][CH:7]=1.Cl[CH2:14][C:15]1[C:20]([CH3:21])=[CH:19][CH:18]=[CH:17][C:16]=1[NH:22][C:23](=[O:33])[O:24][CH2:25][C:26]1[CH:31]=[CH:30][CH:29]=[C:28]([OH:32])[CH:27]=1.C(=O)([O-])[O-].[Na+].[Na+].[I-].[Na+]>CC(C)=O>[OH:32][C:28]1[CH:27]=[C:26]([CH:31]=[CH:30][CH:29]=1)[CH2:25][O:24][C:23]([NH:22][C:16]1[CH:17]=[CH:18][CH:19]=[C:20]([CH3:21])[C:15]=1[CH2:14][NH:1][C:2]1[C:3]2[N:4]([C:8]([CH3:12])=[C:9]([CH3:11])[N:10]=2)[CH:5]=[CH:6][CH:7]=1)=[O:33] |f:2.3.4,5.6|. Procedure details: A suspension of 8-amino-2,3-dimethylimidazo[1,2-a]pyridine (0.63 g), 3-hydroxybenzyl (2-chloromethyl-3-methylphenyl)carbamate (1.2 g), sodium carbonate (1 g) and sodium iodide (0.14 g) in acetone (20 ml) is stirred at RT for 16 h. The precipitate is filtered off, washed with acetone and concentrated. The residue is taken up in sodium hydrogencarbonate solution (40 ml) and extracted with dichloromethane (3×40 ml). The combined organic extracts are washed with water, dried over sodium sulfate and ...